Task: describe an organic reaction: reactants, conditions, products, and yield. Dataset: the Open Reaction Database (ORD), a public repository of structured organic reaction records The reactants are NC=1C=C2C(NC(=NC2=CC1)C1=CC(=CC(=C1)OC)OC)=O (6-Amino-2-(3,5-dimethoxy-phenyl)-3H-quinazolin-4-one), Cl.BrC1=CC=NC=C1 (4-bromopyridine hydrochloride), CC(C)([O-])C.[Na+] (sodium tert-butoxide). Reagents/catalysts: C=1C=CC(=CC1)/C=C/C(=O)/C=C/C2=CC=CC=C2.C=1C=CC(=CC1)/C=C/C(=O)/C=C/C2=CC=CC=C2.C=1C=CC(=CC1)/C=C/C(=O)/C=C/C2=CC=CC=C2.[Pd].[Pd] (tris(dibenzylideneacetone)dipalladium(0)), C1(=CC=CC=C1)P([C-]1C=CC=C1)C1=CC=CC=C1.[C-]1(C=CC=C1)P(C1=CC=CC=C1)C1=CC=CC=C1.[Fe+2] (1,1′-bis(diphenylphosphino)ferrocene). Solvent: N1=CC=CC=C1 (pyridine). Yields the product COC=1C=C(C=C(C1)OC)C1=NC2=CC=C(C=C2C(N1)=O)NC1=CC=NC=C1 (2-(3,5-Dimethoxyphenyl)-6-(pyridin-4-ylamino)quinazolin-4(3H)-one). RXN SMILES: [NH2:1][C:2]1[CH:3]=[C:4]2[C:9](=[CH:10][CH:11]=1)[N:8]=[C:7]([C:12]1[CH:17]=[C:16]([O:18][CH3:19])[CH:15]=[C:14]([O:20][CH3:21])[CH:13]=1)[NH:6][C:5]2=[O:22].Cl.Br[C:25]1[CH:30]=[CH:29][N:28]=[CH:27][CH:26]=1.CC(C)([O-])C.[Na+]>C1C=CC(/C=C/C(/C=C/C2C=CC=CC=2)=O)=CC=1.C1C=CC(/C=C/C(/C=C/C2C=CC=CC=2)=O)=CC=1.C1C=CC(/C=C/C(/C=C/C2C=CC=CC=2)=O)=CC=1.[Pd].[Pd].C1(P(C2C=CC=CC=2)[C-]2C=CC=C2)C=CC=CC=1.[C-]1(P(C2C=CC=CC=2)C2C=CC=CC=2)C=CC=C1.[Fe+2].N1C=CC=CC=1>[CH3:21][O:20][C:14]1[CH:13]=[C:12]([C:7]2[NH:6][C:5](=[O:22])[C:4]3[C:9](=[CH:10][CH:11]=[C:2]([NH:1][C:25]4[CH:30]=[CH:29][N:28]=[CH:27][CH:26]=4)[CH:3]=3)[N:8]=2)[CH:17]=[C:16]([O:18][CH3:19])[CH:15]=1 |f:1.2,3.4,5.6.7.8.9,10.11.12|. Procedure: 6-Amino-2-(3,5-dimethoxy-phenyl)-3H-quinazolin-4-one (297 mg, 1.00 mmol), 4-bromopyridine hydrochloride (194 mg, 1.00 mmol), tris(dibenzylideneacetone)dipalladium(0) (18 mg, 0.02 mmol), 1,1′-bis(diphenylphosphino)ferrocene (17 mg, 0.03 mmol), sodium tert-butoxide (230 mg, 2.40 mmol) and pyridine (3 mL) were heated at 140° C. in microwave oven (150 W) for 1 hour. The mixture was concentrated under vacuum to dryness. The residue was purified by column chromatography (silica gel 230-400 mesh; 5% me...